This data is from the Open Reaction Database (ORD), a public repository of structured organic reaction records. The task is: describe an organic reaction: reactants, conditions, products, and yield Starting materials: Cc1ccccc1, CCOC(OCC)OCC, O, Oc1cccc(O)c1O, Cc1ccc(C=O)c(O)c1O. The product is CCOC1Oc2cccc(O)c2O1. RXN SMILES: [CH3:20][c:21]1[cH:22][cH:23][cH:24][cH:25][cH:26]1.[CH:10]([O:11][CH2:12][CH3:13])([O:14][CH2:15][CH3:16])[O:17][CH2:18][CH3:19].[OH2:38].[OH:1][c:2]1[cH:3][cH:4][cH:5][c:6]([OH:7])[c:8]1[OH:9].[OH:27][c:28]1[c:29]([OH:30])[c:31]([CH3:32])[cH:33][cH:34][c:35]1[CH:36]=[O:37]>>[O:1]1[c:2]2[cH:3][cH:4][cH:5][c:6]([OH:7])[c:8]2[O:9][CH:10]1[O:11][CH2:12][CH3:13]. The product is CC1C(Nc2cnn(CC(O)CNCc3ccncc3)c(=O)c2Cl)CC2CC1C2(C)C. Reaction SMILES: [CH3:32][CH2:33][OH:34].[Cl:1][c:2]1[c:3](=[O:23])[n:4]([CH2:19][CH:20]2[O:21][CH2:22]2)[n:5][cH:6][c:7]1[NH:8][CH:9]1[CH:10]([CH3:18])[CH:11]2[C:12]([CH3:16])([CH3:17])[CH:13]([CH2:14]1)[CH2:15]2.[n:24]1[cH:25][cH:26][c:27]([CH2:30][NH2:31])[cH:28][cH:29]1>>[Cl:1][c:2]1[c:3](=[O:23])[n:4]([CH2:19][CH:20]([OH:21])[CH2:22][NH:31][CH2:30][c:27]2[cH:26][cH:25][n:24][cH:29][cH:28]2)[n:5][cH:6][c:7]1[NH:8][CH:9]1[CH:10]([CH3:18])[CH:11]2[C:12]([CH3:16])([CH3:17])[CH:13]([CH2:14]1)[CH2:15]2. The reactants are CCO, CC1C(Nc2cnn(CC3CO3)c(=O)c2Cl)CC2CC1C2(C)C, NCc1ccncc1. Reactants: FC1=C(C(=CC(=C1)\C=C\C(=O)OC)F)C(S(=O)(=O)[O-])O.[Na+] (sodium {2,6-difluoro-4-[(1E)-3-methoxy-3-oxoprop-1-en-1-yl]phenyl}(hydroxy)methanesulfonate), C([O-])([O-])=O.[K+].[K+] (potassium carbonate), O (Water). Run in C(C)(=O)OCC (Ethyl acetate). Conditions: temperature 25 celsius, time 5 hour. The product is FC=1C=C(C=C(C1C=O)F)/C=C/C(=O)OC ((E)-methyl 3-(3,5-difluoro-4-formylphenyl)acrylate). Yield: 76.4%. Reaction SMILES: [F:1][C:2]1[CH:7]=[C:6](/[CH:8]=[CH:9]/[C:10]([O:12][CH3:13])=[O:11])[CH:5]=[C:4]([F:14])[C:3]=1[CH:15]([OH:20])S([O-])(=O)=O.[Na+].C(=O)([O-])[O-].[K+].[K+].O>C(OCC)(=O)C>[F:1][C:2]1[CH:7]=[C:6](/[CH:8]=[CH:9]/[C:10]([O:12][CH3:13])=[O:11])[CH:5]=[C:4]([F:14])[C:3]=1[CH:15]=[O:20] |f:0.1,2.3.4|. Procedure: Under an atmosphere of nitrogen, sodium {2,6-difluoro-4-[(1E)-3-methoxy-3-oxoprop-1-en-1-yl]phenyl}(hydroxy)methanesulfonate (1.211 kg, 3.52 mol) was to a 100 L vessel followed by potassium carbonate (0.974 kg, 7.05 mol). Water (9.1 L) was added and the agitator was started. Ethyl acetate (9.1 L) was added. The mixture was agitated at 25° C. for 5 hours. The agitator was stopped and the mixture was allowed to stand for 14 hours at 25° C. The lower aqueous phase was removed and discarded. The upp... The reactants are CCOc1cc(S(=O)(=O)N2CCCC2)ccc1C1=NC(C)(c2ccc(Cl)cc2)C(C)(c2ccc(Cl)cc2)N1C(=O)Cl, OCCN1CCNCC1. The product is CCOc1cc(S(=O)(=O)N2CCCC2)ccc1C1=NC(C)(c2ccc(Cl)cc2)C(C)(c2ccc(Cl)cc2)N1C(=O)N1CCN(CCO)CC1. RXN SMILES: [Cl:1][c:2]1[cH:3][cH:4][c:5]([C:8]2([CH3:41])[N:9]=[C:10]([c:24]3[c:25]([O:38][CH2:39][CH3:40])[cH:26][c:27]([S:30](=[O:31])(=[O:32])[N:33]4[CH2:34][CH2:35][CH2:36][CH2:37]4)[cH:28][cH:29]3)[N:11]([C:21](=[O:22])[Cl:23])[C:12]2([CH3:13])[c:14]2[cH:15][cH:16][c:17]([Cl:20])[cH:18][cH:19]2)[cH:6][cH:7]1.[N:42]1([CH2:48][CH2:49][OH:50])[CH2:43][CH2:44][NH:45][CH2:46][CH2:47]1>>[Cl:1][c:2]1[cH:3][cH:4][c:5]([C:8]2([CH3:41])[N:9]=[C:10]([c:24]3[c:25]([O:38][CH2:39][CH3:40])[cH:26][c:27]([S:30](=[O:31])(=[O:32])[N:33]4[CH2:34][CH2:35][CH2:36][CH2:37]4)[cH:28][cH:29]3)[N:11]([C:21](=[O:22])[N:45]3[CH2:44][CH2:43][N:42]([CH2:48][CH2:49][OH:50])[CH2:47][CH2:46]3)[C:12]2([CH3:13])[c:14]2[cH:15][cH:16][c:17]([Cl:20])[cH:18][cH:19]2)[cH:6][cH:7]1. Starting materials: ClCCl, CCN(C(C)C)C(C)C, Cl, O=C(Cl)c1ccc(C(F)(F)F)c(F)c1, NCc1cccc2c1C(=O)N(C1CCC(=O)NC1=O)C2=O. The product is O=C1CCC(N2C(=O)c3cccc(CNC(=O)c4ccc(C(F)(F)F)c(F)c4)c3C2=O)C(=O)N1. RXN SMILES: [CH2:46]([Cl:47])[Cl:48].[CH:37]([N:38]([CH:39]([CH3:40])[CH3:41])[CH2:42][CH3:43])([CH3:44])[CH3:45].[ClH:1].[F:23][c:24]1[cH:25][c:26]([C:27](=[O:28])[Cl:29])[cH:30][cH:31][c:32]1[C:33]([F:34])([F:35])[F:36].[NH2:2][CH2:3][c:4]1[c:5]2[c:9]([cH:10][cH:11][cH:12]1)[C:8](=[O:13])[N:7]([CH:14]1[C:15](=[O:21])[NH:16][C:17](=[O:20])[CH2:18][CH2:19]1)[C:6]2=[O:22]>>[NH:2]([CH2:3][c:4]1[c:5]2[c:9]([cH:10][cH:11][cH:12]1)[C:8](=[O:13])[N:7]([CH:14]1[C:15](=[O:21])[NH:16][C:17](=[O:20])[CH2:18][CH2:19]1)[C:6]2=[O:22])[C:27]([c:26]1[cH:25][c:24]([F:23])[c:32]([C:33]([F:34])([F:35])[F:36])[cH:31][cH:30]1)=[O:28]. Starting materials: C(C)(C)C1=C(N)C(=CC=C1)C(C)C (2,6-diisopropylaniline), BrBr (bromine), C(Cl)(Cl)Cl (Chloroform), [OH-].[Na+] (NaOH). Run in CO (methanol). Conditions: time 15 minute. Yields the product BrC1=CC(=C(N)C(=C1)C(C)C)C(C)C (4-Bromo-2,6-diisopropylaniline). Reaction SMILES: [CH:1]([C:4]1[CH:10]=[CH:9][CH:8]=[C:7]([CH:11]([CH3:13])[CH3:12])[C:5]=1[NH2:6])([CH3:3])[CH3:2].[Br:14]Br.C(Cl)(Cl)Cl.[OH-].[Na+]>CO>[Br:14][C:9]1[CH:10]=[C:4]([CH:1]([CH3:3])[CH3:2])[C:5]([NH2:6])=[C:7]([CH:11]([CH3:13])[CH3:12])[CH:8]=1 |f:3.4|. Reported procedure: A solution of 2,6-diisopropylaniline (2.0 mL, 11 mmol) in methanol (80 mL) was treated dropwise with bromine (543 μL, 10.6 mmol). The solution was stirred at room temperature for 15 min. Chloroform and 0.1 N NaOH were added and the organic layer was dried (Na2SO4), filtered and concentrated to an orange liquid. Kugelrohr distillation (110° C. @ 0.06 Torr) afforded a colorless liquid (2.22 g 79%): 1H NMR (400 MHz) δ1.25 (d, J=6.4 Hz, 12H), 2.88 (m, 2H), 3.70 (brs, 2H), 7.11 (s, 2H); 13C NMR δ22.1... Starting materials: Cl.C(C)(=O)OCC (Hydrochloric acid ethyl acetate), CN1CCN(CC1)C(CCC1=C(C=CC=C1)OCCCCCCCCCCCCCCCCCC)=O (1-(4-methylpiperazino)-3-[2-(octadecyloxy)phenyl]-1-propanone). Solvent: C(C)(=O)OCC (ethyl acetate). Conditions: time 15 minute. Product: Cl.CN1CCN(CC1)C(CCC1=C(C=CC=C1)OCCCCCCCCCCCCCCCCCC)=O (1-(4-Methylpiperazino)-3-[2-(octadecyloxy)phenyl]-1-propanone hydrochloride). RXN SMILES: [ClH:1].C(OCC)(=O)C.[CH3:8][N:9]1[CH2:14][CH2:13][N:12]([C:15](=[O:43])[CH2:16][CH2:17][C:18]2[CH:23]=[CH:22][CH:21]=[CH:20][C:19]=2[O:24][CH2:25][CH2:26][CH2:27][CH2:28][CH2:29][CH2:30][CH2:31][CH2:32][CH2:33][CH2:34][CH2:35][CH2:36][CH2:37][CH2:38][CH2:39][CH2:40][CH2:41][CH3:42])[CH2:11][CH2:10]1>C(OCC)(=O)C>[ClH:1].[CH3:8][N:9]1[CH2:10][CH2:11][N:12]([C:15](=[O:43])[CH2:16][CH2:17][C:18]2[CH:23]=[CH:22][CH:21]=[CH:20][C:19]=2[O:24][CH2:25][CH2:26][CH2:27][CH2:28][CH2:29][CH2:30][CH2:31][CH2:32][CH2:33][CH2:34][CH2:35][CH2:36][CH2:37][CH2:38][CH2:39][CH2:40][CH2:41][CH3:42])[CH2:13][CH2:14]1 |f:0.1,4.5|. Reported procedure: 4N Hydrochloric acid/ethyl acetate solution (0.24 ml) was added to a solution containing 1-(4-methylpiperazino)-3-[2-(octadecyloxy)phenyl]-1-propanone (0.38 g) in ethyl acetate (4 ml) at room temperature. After being stirred for 15 minutes, the reaction mixture was concentrated. The residue was recrystallized with the mixed solution of ethyl acetate-ethanol, thereby yielding the entitled compound (0.38 g) as white solid. Yields the product CC1(C)CC(=O)C2=C(C1)NC1=C(C(=O)CC(C)(C)C1)C2c1cccc(N)c1. RXN SMILES: [CH3:1][C:2]1([CH3:29])[CH2:3][C:4](=[O:28])[C:5]2=[C:14]([NH:13][C:12]3=[C:7]([CH:6]2[c:19]2[cH:20][c:21]([N+:25]([O-:26])=[O:27])[cH:22][cH:23][cH:24]2)[C:8](=[O:18])[CH2:9][C:10]([CH3:16])([CH3:17])[CH2:11]3)[CH2:15]1.[CH3:32][CH2:33][OH:34].[ClH:35].[H:30][H:31]>>[CH3:1][C:2]1([CH3:29])[CH2:3][C:4](=[O:28])[C:5]2=[C:14]([NH:13][C:12]3=[C:7]([CH:6]2[c:19]2[cH:20][c:21]([NH2:25])[cH:22][cH:23][cH:24]2)[C:8](=[O:18])[CH2:9][C:10]([CH3:16])([CH3:17])[CH2:11]3)[CH2:15]1. Reactants: CC1(C)CC(=O)C2=C(C1)NC1=C(C(=O)CC(C)(C)C1)C2c1cccc([N+](=O)[O-])c1, CCO, Cl, [H][H].